From a dataset of the Open Reaction Database (ORD), a public repository of structured organic reaction records. describe an organic reaction: reactants, conditions, products, and yield The solvent is C(C)#N (acetonitrile). The product is N[C@]1(C[C@H](CC1)C1=CC=C(C=C1)C#CCCCCCOC)C(=O)OC ((1R,3S)-methyl 1-amino-3-(4-(7-methoxyhept-1-ynyl)phenyl)cyclopentanecarboxylate). Conditions: temperature 90 celsius, time 25 minute. The yield is 97.4%. Reactants: Cl.N[C@]1(C[C@H](CC1)C1=CC=C(C=C1)Br)C(=O)OC ((1R,3S)-methyl 1-amino-3-(4-bromophenyl)cyclopentanecarboxylate hydrochloride salt), C1(CCCCC1)P(C1=C(C=CC=C1)C1=C(C=C(C=C1C(C)C)C(C)C)C(C)C)C1CCCCC1 (2-dicyclohexylphosphino-2′,4′,6′-triisopropylbiphenyl), C([O-])([O-])=O.[Cs+].[Cs+] (cesium carbonate), COCCCCCC#C (7-methoxyhept-1-yne). Reaction SMILES: Cl.[NH2:2][C@:3]1([C:15]([O:17][CH3:18])=[O:16])[CH2:7][CH2:6][C@H:5]([C:8]2[CH:13]=[CH:12][C:11](Br)=[CH:10][CH:9]=2)[CH2:4]1.C1(P(C2CCCCC2)C2C=CC=CC=2C2C(C(C)C)=CC(C(C)C)=CC=2C(C)C)CCCCC1.C(=O)([O-])[O-].[Cs+].[Cs+].[CH3:59][O:60][CH2:61][CH2:62][CH2:63][CH2:64][CH2:65][C:66]#[CH:67]>C(#N)C.C1C=CC(C#N)=CC=1.C1C=CC(C#N)=CC=1.Cl[Pd]Cl>[NH2:2][C@:3]1([C:15]([O:17][CH3:18])=[O:16])[CH2:7][CH2:6][C@H:5]([C:8]2[CH:13]=[CH:12][C:11]([C:67]#[C:66][CH2:65][CH2:64][CH2:63][CH2:62][CH2:61][O:60][CH3:59])=[CH:10][CH:9]=2)[CH2:4]1 |f:0.1,3.4.5,8.9.10|. The reagents and catalysts are C1=CC=C(C=C1)C#N.C1=CC=C(C=C1)C#N.Cl[Pd]Cl (trans-bis(benzonitrile)dichloropalladium(II)). Reported procedure: To a 50 mL round bottomed flask equipped with a reflux condenser was charged successively (1R,3S)-methyl 1-amino-3-(4-bromophenyl)cyclopentanecarboxylate hydrochloride salt (0.500 g, 1.494 mmol), trans-bis(benzonitrile)dichloropalladium(II) (0.029 g, 0.075 mmol), 2-dicyclohexylphosphino-2′,4′,6′-triisopropylbiphenyl (0.107 g, 0.224 mmol), and cesium carbonate (1.947 g, 5.98 mmol). The flask was evacuated and back-filled with nitrogen for three cycles. Then 7-methoxyhept-1-yne (1.16 g, 9.19 mmol)... Starting materials: C1=C(C=CC=C1O)C (m-cresol), BrCC(=O)OC (methyl bromoacetate), C([O-])([O-])=O.[K+].[K+] (potassium carbonate). Solvent: CN(C=O)C (dimethylformamide). Reaction conditions: time 8 hour. Product: CC=1C=C(OCC(=O)OC)C=CC1 ([3-Methylphenoxy]acetic acid, methyl ester). As a reaction SMILES: [CH:1]1[C:6]([OH:7])=[CH:5][CH:4]=[CH:3][C:2]=1[CH3:8].Br[CH2:10][C:11]([O:13][CH3:14])=[O:12].C(=O)([O-])[O-].[K+].[K+]>CN(C)C=O>[CH3:8][C:2]1[CH:1]=[C:6]([CH:5]=[CH:4][CH:3]=1)[O:7][CH2:10][C:11]([O:13][CH3:14])=[O:12] |f:2.3.4|. Procedure details: A mixture of m-cresol (10.8 g), methyl bromoacetate (15.3 g) and potassium carbonate (69 g) in dimethylformamide (200 ml) was stirred overnight and partitioned between ethyl acetate and water. The organic phase was washed with water, dried (MgSO4) and evaporated. Purified by chromatography eluting with toluene. Yield 12.7 g.